This data is from the Open Reaction Database (ORD), a public repository of structured organic reaction records. The task is: describe an organic reaction: reactants, conditions, products, and yield Starting materials: C(CCC)[Li] (butyllithium), C(C)(C)S(=O)(=O)C1=CC=C(C=C1)C (p-tolyl isopropyl sulfone), COC(/C=C/C(=O)OC)OC (methyl (E) 4,4-dimethoxy-2-butenoate), P(=O)([O-])(O)O.[Na+] (monosodium phosphate). Solvent: O1CCCC1 (tetrahydrofuran), CCCCCC (hexane), O1CCCC1 (tetrahydrofuran). Run at time 15 minute. Yields the product C1(=CC=C(C=C1)S(=O)(=O)C(C(CC(=O)OC)C(OC)OC)(C)C)C (Methyl 4-p-tolylsulfonyl-4-methyl-3-dimethoxymethylpentanoate). As a reaction SMILES: C([Li])CCC.[CH:6]([S:9]([C:12]1[CH:17]=[CH:16][C:15]([CH3:18])=[CH:14][CH:13]=1)(=[O:11])=[O:10])([CH3:8])[CH3:7].[CH3:19][O:20][CH:21]([O:28][CH3:29])/[CH:22]=[CH:23]/[C:24]([O:26][CH3:27])=[O:25].P(O)(O)([O-])=O.[Na+]>O1CCCC1.CCCCCC>[C:15]1([CH3:18])[CH:16]=[CH:17][C:12]([S:9]([C:6]([CH3:7])([CH3:8])[CH:22]([CH:21]([O:28][CH3:29])[O:20][CH3:19])[CH2:23][C:24]([O:26][CH3:27])=[O:25])(=[O:11])=[O:10])=[CH:13][CH:14]=1 |f:3.4|. Reported procedure: 3.4 ml of a 1.95 M of butyllithium per liter of hexane were added at -70° C. to a mixture of 1.24 g of p-tolyl isopropyl sulfone in 13 ml of tetrahydrofuran and after stirring the mixture for 15 minutes, a solution of 1 g of methyl (E) 4,4-dimethoxy-2-butenoate in 20 ml of tetrahydrofuran was slowly added thereto. The mixture was stirred at -20° C. for one hour and was then poured into an aqueous monosodium phosphate solution. The mixture was extracted with methylene chloride and the organic pha... Starting materials: S(O)(O)(=O)=O (sulphuric acid), O1C(OCCC1)CCCC=1N(C(=NN1)C=1C=C2C=CC(=NC2=CC1)C)C (6-[5-(3-[1,3]Dioxan-2-yl-propyl)-4-methyl-4H-[1,2,4]triazol-3-yl]-2-methyl-quinoline), C([O-])(O)=O.[Na+] (sodium bicarbonate). Solvent: O (water). Yields the product CN1C(=NN=C1C=1C=C2C=CC(=NC2=CC1)C)CCCC=O (4-[4-Methyl-5-(2-methyl-quinolin-6-yl)-4H-[1,2,4] triazol-3-yl]-butyraldehyde). Yield: 83.3%. As a reaction SMILES: [O:1]1CCCO[CH:2]1[CH2:7][CH2:8][CH2:9][C:10]1[N:11]([CH3:26])[C:12]([C:15]2[CH:16]=[C:17]3[C:22](=[CH:23][CH:24]=2)[N:21]=[C:20]([CH3:25])[CH:19]=[CH:18]3)=[N:13][N:14]=1.S(=O)(=O)(O)O.C(=O)(O)[O-].[Na+]>O>[CH3:26][N:11]1[C:12]([C:15]2[CH:16]=[C:17]3[C:22](=[CH:23][CH:24]=2)[N:21]=[C:20]([CH3:25])[CH:19]=[CH:18]3)=[N:13][N:14]=[C:10]1[CH2:9][CH2:8][CH2:7][CH:2]=[O:1] |f:2.3|. Reported procedure: 6-[5-(3-[1,3]Dioxan-2-yl-propyl)-4-methyl-4H-[1,2,4]triazol-3-yl]-2-methyl-quinoline (109 mg, 0.31 mmol) was heated in water (20 ml) and concentrated sulphuric acid (0.5 ml) at 100° C. for 3 h. The mixture was cooled to room temperature, basified with solid sodium bicarbonate and extracted with dichloromethane (3×50 ml). The combined organic portions were dried (Na2SO4), filtered and evaporated to give the desired compound as an off-white solid (76 mg, 84%). As a reaction SMILES: C(=O)(O)[O-].[Na+].[NH2:6][C:7]1[CH:15]=[CH:14][CH:13]=[C:12]([CH3:16])[C:8]=1[C:9]([OH:11])=[O:10].[CH3:17][C:18]1[O:22][C:21]([C:23]2[CH:28]=[CH:27][CH:26]=[CH:25][CH:24]=2)=[N:20][C:19]=1[CH2:29][O:30][C:31]1[CH:36]=[CH:35][C:34]([S:37](Cl)(=[O:39])=[O:38])=[CH:33][CH:32]=1>C1COCC1.O>[CH3:16][C:12]1[CH:13]=[CH:14][CH:15]=[C:7]([NH:6][S:37]([C:34]2[CH:35]=[CH:36][C:31]([O:30][CH2:29][C:19]3[N:20]=[C:21]([C:23]4[CH:24]=[CH:25][CH:26]=[CH:27][CH:28]=4)[O:22][C:18]=3[CH3:17])=[CH:32][CH:33]=2)(=[O:38])=[O:39])[C:8]=1[C:9]([OH:11])=[O:10] |f:0.1|. The solvent is C1CCOC1 (THF), O (water), C1CCOC1 (THF). Reaction conditions: temperature 60 celsius. Procedure details: Sodium bicarbonate (159 mg, 1.89 mmol) and 2-amino-6-methylbenzoic acid (95.5 mg, 0.63 mmol) are dissolved in a mixture of 1 mL of THF and 1.5 mL of water and heated to 60° C. A solution of the title C compound, 4-(5-methyl-2-phenyl-oxazol-4-ylmethoxy)-benzenesulfonyl chloride (200 mg, 0.55 mmol) in 1 mL of THF is then added dropwise. The mixture is heated for an additional 2 h at 60° C., after which most of the THF is removed by passing a stream of nitrogen gas over the solution. The residue is... Starting materials: C([O-])(O)=O.[Na+] (Sodium bicarbonate), NC1=C(C(=O)O)C(=CC=C1)C (2-amino-6-methylbenzoic acid), CC1=C(N=C(O1)C1=CC=CC=C1)COC1=CC=C(C=C1)S(=O)(=O)Cl (4-(5-methyl-2-phenyl-oxazol-4-ylmethoxy)-benzenesulfonyl chloride). Yields the product CC1=C(C(=O)O)C(=CC=C1)NS(=O)(=O)C1=CC=C(C=C1)OCC=1N=C(OC1C)C1=CC=CC=C1 (2-methyl-6-[4-(5-methyl-2-phenyl-oxazol-4-ylmethoxy)-benzenesulfonylamino]-benzoic acid). Starting materials: C(C)(C)(C)OC(=O)N1CCNCCC1 ([1,4]diazepane-1-carboxylic acid tert-butyl ester), C1(=CC=CC=C1)S(=O)(=O)N1CCOC2=C1C=C(C=C2Br)Cl (4-benzenesulfonyl-8-bromo-6-chloro-3,4-dihydro-2H-benzo[1,4]oxazine), BrC1=CC=CC=2N(CCOC21)S(=O)(=O)C2=CC(=CC=C2)Cl (8-bromo-4-(3-chloro-benzenesulfonyl)-3,4-dihydro-2H-benzo[1,4]oxazine). Yields the product C1(=CC=CC=C1)S(=O)(=O)N1CCOC2=C1C=C(C=C2N2CCNCC2)Cl (4-benzenesulfonyl-6-chloro-8-piperazin-1-yl-3,4-dihydro-2H-benzo[1,4]oxazine). RXN SMILES: C(OC([N:8]1[CH2:14][CH2:13]C[NH:11][CH2:10][CH2:9]1)=O)(C)(C)C.[C:15]1([S:21]([N:24]2[C:29]3[CH:30]=[C:31]([Cl:35])[CH:32]=[C:33](Br)[C:28]=3[O:27][CH2:26][CH2:25]2)(=[O:23])=[O:22])[CH:20]=[CH:19][CH:18]=[CH:17][CH:16]=1.BrC1C2OCCN(S(C3C=CC=C(Cl)C=3)(=O)=O)C=2C=CC=1>>[C:15]1([S:21]([N:24]2[C:29]3[CH:30]=[C:31]([Cl:35])[CH:32]=[C:33]([N:8]4[CH2:9][CH2:10][NH:11][CH2:13][CH2:14]4)[C:28]=3[O:27][CH2:26][CH2:25]2)(=[O:23])=[O:22])[CH:20]=[CH:19][CH:18]=[CH:17][CH:16]=1. Reported procedure: Similarly, but replacing piperazine-1-carboxylic acid tert-butyl ester with [1,4]diazepane-1-carboxylic acid tert-butyl ester and 4-benzenesulfonyl-8-bromo-6-chloro-3,4-dihydro-2H-benzo[1,4]oxazine with 8-bromo-4-(3-chloro-benzenesulfonyl)-3,4-dihydro-2H-benzo[1,4]oxazine the following compound was prepared: Reactants: COC1(CCN(CC1)C(=O)OC(C)(C)C)C=1N(C=CN1)C (tert-butyl 4-methoxy-4-(1-methyl-1H-imidazol-2-yl)piperidine-1-carboxylate), Cl (hydrogen chloride). Run in CCOC(=O)C (EtOAc), O (water), CCOC(=O)C (EtOAc). Run at time 2 hour. Product: Cl.Cl.COC1(CCNCC1)C=1N(C=CN1)C (4-methoxy-4-(1-methyl-1H-imidazol-2-yl)piperidine dihydrochloride). RXN SMILES: [CH3:1][O:2][C:3]1([C:16]2[N:17]([CH3:21])[CH:18]=[CH:19][N:20]=2)[CH2:8][CH2:7][N:6](C(OC(C)(C)C)=O)[CH2:5][CH2:4]1.[ClH:22]>CCOC(C)=O.O>[ClH:22].[ClH:22].[CH3:1][O:2][C:3]1([C:16]2[N:17]([CH3:21])[CH:18]=[CH:19][N:20]=2)[CH2:4][CH2:5][NH:6][CH2:7][CH2:8]1 |f:4.5.6|. Reported procedure: To a solution of tert-butyl 4-methoxy-4-(1-methyl-1H-imidazol-2-yl)piperidine-1-carboxylate (182 mg) in EtOAc (0.7 ml) and water (0.09 ml) was added 4N hydrogen chloride in EtOAc (0.7 ml) and the mixture was stirred at room temperature for 2 hours. Solvent was removed in vacuo to give 4-methoxy-4-(1-methyl-1H-imidazol-2-yl)piperidine dihydrochloride (122 mg) as a colorless powder. The obtained crude product was used in next reaction without further purification. Reactants: Clc1cncc(Cl)n1, NC1CCCCC1. Product: Clc1cncc(NC2CCCCC2)n1. Reaction SMILES: [Cl:1][c:2]1[n:3][c:4]([Cl:8])[cH:5][n:6][cH:7]1.[NH2:9][CH:10]1[CH2:11][CH2:12][CH2:13][CH2:14][CH2:15]1>>[c:2]1([NH:9][CH:10]2[CH2:11][CH2:12][CH2:13][CH2:14][CH2:15]2)[n:3][c:4]([Cl:8])[cH:5][n:6][cH:7]1.